From a dataset of the Open Reaction Database (ORD), a public repository of structured organic reaction records. describe an organic reaction: reactants, conditions, products, and yield Starting materials: BrC=1C=CC2=C(C3=NC(=CN3CCO2)C(=O)N)C1 (9-Bromo-4,5-dihydro-6-oxa-1,3a-diaza-benzo[e]azulene-2-carboxylic acid amide), C1(=CC=CC=C1)P(CCCP(C1=CC=CC=C1)C1=CC=CC=C1)C1=CC=CC=C1 (1,3-bis(diphenylphosphino)-propane), C(=O)([O-])[O-].[K+].[K+] (K2CO3), C(C)(C)(C)OC(=O)N1CC(CC1)(O)C#C (3-Ethynyl-3-hydroxy-pyrrolidine-1-carboxylic acid tert-butyl ester). The reagents and catalysts are CC(=O)[O-].CC(=O)[O-].[Pd+2] (Pd(OAc)2), [Cu]I (CuI). Solvent: CN(C=O)C (N,N-Dimethyl-formamide). Yields the product C(N)(=O)C=1N=C2N(CCOC3=C2C=C(C=C3)C#CC3(CN(CC3)C(=O)OC(C)(C)C)O)C1 (tert-butyl 3-((2-carbamoyl-5,6-dihydrobenzo[f]imidazo[1,2-d][1,4]oxazepin-10-yl)ethynyl)-3-hydroxypyrrolidine-1-carboxylate). Isolated yield 28.5%. Reaction SMILES: Br[C:2]1[CH:3]=[CH:4][C:5]2[O:14][CH2:13][CH2:12][N:11]3[C:7](=[N:8][C:9]([C:15]([NH2:17])=[O:16])=[CH:10]3)[C:6]=2[CH:18]=1.C1(P(C2C=CC=CC=2)CCCP(C2C=CC=CC=2)C2C=CC=CC=2)C=CC=CC=1.C([O-])([O-])=O.[K+].[K+].[C:54]([O:58][C:59]([N:61]1[CH2:65][CH2:64][C:63]([C:67]#[CH:68])([OH:66])[CH2:62]1)=[O:60])([CH3:57])([CH3:56])[CH3:55]>CN(C)C=O.CC([O-])=O.CC([O-])=O.[Pd+2].[Cu]I>[C:15]([C:9]1[N:8]=[C:7]2[C:6]3[CH:18]=[C:2]([C:68]#[C:67][C:63]4([OH:66])[CH2:64][CH2:65][N:61]([C:59]([O:58][C:54]([CH3:56])([CH3:55])[CH3:57])=[O:60])[CH2:62]4)[CH:3]=[CH:4][C:5]=3[O:14][CH2:13][CH2:12][N:11]2[CH:10]=1)(=[O:16])[NH2:17] |f:2.3.4,7.8.9|. Procedure details: This compound was prepared according to a procedure similar to that described in Procedure H. In a solution of 9-Bromo-4,5-dihydro-6-oxa-1,3a-diaza-benzo[e]azulene-2-carboxylic acid amide (100 mg, 0.32 mmol) in N,N-Dimethyl-formamide (3 mL) were added 1,3-bis(diphenylphosphino)-propane (26 mg, 0.064 mmol), Pd(OAc)2 (7.2 mg, 0.032 mmol), K2CO3 (110 mg, 0.8 mmol), 3-Ethynyl-3-hydroxy-pyrrolidine-1-carboxylic acid tert-butyl ester (136 mg, 0.64 mmol) and CuI (12 mg, 0.064 mmol). Then the solution w... Reactants: BrCC1CCOCC1 (4-(Bromomethyl)tetrahydro-2H-pyran), CNC (dimethylamine), [Na+].[Cl-] (NaCl). Run at time 18 hour. Yields the product CN(CC1CCOCC1)C (Dimethyl-(tetrahydro-pyran-4-ylmethyl)-amine). As a reaction SMILES: Br[CH2:2][CH:3]1[CH2:8][CH2:7][O:6][CH2:5][CH2:4]1.[Na+].[Cl-].[CH3:11][NH:12][CH3:13]>>[CH3:11][N:12]([CH3:13])[CH2:2][CH:3]1[CH2:8][CH2:7][O:6][CH2:5][CH2:4]1 |f:1.2|. Procedure details: 4-(Bromomethyl)tetrahydro-2H-pyran (0.50 g, 2.8 mmol) was dissolved in dimethylamine (40% in water, 5 mL) and the reaction mixture was stirred at RT for 18 hours. The mixture was saturated with NaCl and extracted into Et2O (2×). The combined organic extract was dried (K2CO3), filtered and concentrated in vacuo to give the title compound as a colourless oil (0.40 g). Reactants: [NH4+].[NH4+].Cl[Pd-2](Cl)(Cl)(Cl)(Cl)Cl (ammonium hexachloropalladate), O.O.O.O.O.O.[N+](=O)([O-])[O-].[Mg+2].[N+](=O)([O-])[O-] (magnesium nitrate hexahydrate). The product is [Pd] (palladium), [N+3].[N+](=O)([O-])[O-].[N+](=O)([O-])[O-].[N+](=O)([O-])[O-] (nitrate nitrogen). As a reaction SMILES: [NH4+].[NH4+].Cl[Pd-2:4](Cl)(Cl)(Cl)(Cl)Cl.O.O.O.O.O.O.[N+:16]([O-:19])([O-:18])=[O:17].[Mg+2].[N+:21]([O-:24])([O-:23])=[O:22]>>[Pd:4].[N+3:16].[N+:21]([O-:24])([O-:23])=[O:22].[N+:16]([O-:19])([O-:18])=[O:17].[N+:16]([O-:19])([O-:18])=[O:17] |f:0.1.2,3.4.5.6.7.8.9.10.11,13.14.15.16|. Procedure: The same equipment, materials and procedure used in Example II were used in Example IX except that sufficient ammonium hexachloropalladate and magnesium nitrate hexahydrate were added to 400 g of the cut strip tobacco blend of Example VIII to give a concentration of 0.06 percent by weight metallic palladium and 0.4 percent by weight of added nitrate nitrogen in the final blend. Procedure details: The process is performed in a similar manner to that described in Example 3, but starting with 0.35 g of tert-butyl (2S,4S,5S)-5-methoxycarbonyl-3-{2-[3-(3-methylphenyl)ureido]acetyl}-4-(2-fluorophenyl)-2-thiazolidinecarboxylate dissolved in 10 ml of tetrahydrofuran and 6.6 ml of aqueous 0.1N sodium hydroxide solution. 0.24 g of (2S,4S,5R)-2-tert-butoxycarbonyl-3-{2-[3-(3-methylphenyl)ureido]acetyl}-4-(2-fluorophenyl)-5-thiazolidinecarboxylic acid is thus obtained in the form of a white solid me... The yield is 70.4%. Run in O1CCCC1 (tetrahydrofuran). RXN SMILES: C[O:2][C:3]([C@H:5]1[S:9][C@@H:8]([C:10]([O:12][C:13]([CH3:16])([CH3:15])[CH3:14])=[O:11])[N:7]([C:17](=[O:30])[CH2:18][NH:19][C:20]([NH:22][C:23]2[CH:28]=[CH:27][CH:26]=[C:25]([CH3:29])[CH:24]=2)=[O:21])[C@H:6]1[C:31]1[CH:36]=[CH:35][CH:34]=[CH:33][C:32]=1[F:37])=[O:4].[OH-].[Na+].CO>O1CCCC1>[C:13]([O:12][C:10]([C@H:8]1[N:7]([C:17](=[O:30])[CH2:18][NH:19][C:20]([NH:22][C:23]2[CH:28]=[CH:27][CH:26]=[C:25]([CH3:29])[CH:24]=2)=[O:21])[C@@H:6]([C:31]2[CH:36]=[CH:35][CH:34]=[CH:33][C:32]=2[F:37])[C@H:5]([C:3]([OH:4])=[O:2])[S:9]1)=[O:11])([CH3:16])([CH3:14])[CH3:15] |f:1.2|. Starting materials: COC(=O)[C@@H]1[C@@H](N([C@@H](S1)C(=O)OC(C)(C)C)C(CNC(=O)NC1=CC(=CC=C1)C)=O)C1=C(C=CC=C1)F (tert-butyl (2S,4S,5S)-5-methoxycarbonyl-3-{2-[3-(3-methylphenyl)ureido]acetyl}-4-(2-fluorophenyl)-2-thiazolidinecarboxylate), [OH-].[Na+] (sodium hydroxide), solid, CO (MeOH). Product: C(C)(C)(C)OC(=O)[C@@H]1S[C@H]([C@@H](N1C(CNC(=O)NC1=CC(=CC=C1)C)=O)C1=C(C=CC=C1)F)C(=O)O ((2S,4S,5R)-2-tert-butoxycarbonyl-3-{2-[3-(3-methylphenyl)ureido]acetyl}-4-(2-fluorophenyl)-5-thiazolidinecarboxylic acid). Reactants: C(O)([O-])=O.[Na+] (sodium hydrogencarbonate), C(C)S (ethanethiol), C(C)N(CCN1C(=O)C=2C=C(C=3NC4=CC=C(C=C4C3C2C1=O)OCC1=CC=CC=C1)OC)CC (N-(2-diethylaminoethyl)-6-benzyloxy-1-methoxycarbazole-3,4-dicarboximide). Run in C(C)(=O)OCC (ethyl acetate). Run at time 8 hour. Yields the product C(C)N(CCN1C(=O)C=2C=C(C=3NC4=CC=C(C=C4C3C2C1=O)O)OC)CC (N-(2-diethylaminoethyl)-6-hydroxy- 1-methoxycarbazole-3,4-dicarboximide). The yield is 17.9%. As a reaction SMILES: C(S)C.[CH2:4]([N:6]([CH2:37][CH3:38])[CH2:7][CH2:8][N:9]1[C:25](=[O:26])[C:24]2[C:23]3[C:22]4[C:17](=[CH:18][CH:19]=[C:20]([O:27]CC5C=CC=CC=5)[CH:21]=4)[NH:16][C:15]=3[C:14]([O:35][CH3:36])=[CH:13][C:12]=2[C:10]1=[O:11])[CH3:5].C(=O)([O-])O.[Na+]>C(OCC)(=O)C>[CH2:37]([N:6]([CH2:4][CH3:5])[CH2:7][CH2:8][N:9]1[C:25](=[O:26])[C:24]2[C:23]3[C:22]4[C:17](=[CH:18][CH:19]=[C:20]([OH:27])[CH:21]=4)[NH:16][C:15]=3[C:14]([O:35][CH3:36])=[CH:13][C:12]=2[C:10]1=[O:11])[CH3:38] |f:2.3|. Reported procedure: 1.8 ml of ethanethiol and 0.47 ml of boron trifluoride-diethyl ether complex were added to 180 mg of N-(2-diethylaminoethyl)-6-benzyloxy-1-methoxycarbazole-3,4-dicarboximide. The mixture was stirred at room temperature overnight. Thereto were added 100 ml of ethyl acetate and 50 ml of an aqueous saturated sodium hydrogencarbonate solution. The mixture was stirred at room temperature for 10 minutes. The organic layer was separated and dried over anhydrous magnesium sulfate. The solvent was remove... The reactants are C, CC(C)(C)OC(=O)NC12CCC(F)(F)C1CN(C(=O)OCc1ccccc1)C2, CO, [H][H], [Pd]. Yields the product CC(C)(C)OC(=O)NC12CCC(F)(F)C1CNC2. RXN SMILES: [C:33].[CH2:1]([O:2][C:3](=[O:4])[N:11]1[CH2:12][C:13]2([NH:21][C:22](=[O:23])[O:24][C:25]([CH3:26])([CH3:27])[CH3:28])[CH2:14][CH2:15][C:16]([F:19])([F:20])[CH:17]2[CH2:18]1)[c:5]1[cH:6][cH:7][cH:8][cH:9][cH:10]1.[CH3:31][OH:32].[H:29][H:30].[Pd:34]>>[NH:11]1[CH2:12][C:13]2([NH:21][C:22](=[O:23])[O:24][C:25]([CH3:26])([CH3:27])[CH3:28])[CH2:14][CH2:15][C:16]([F:19])([F:20])[CH:17]2[CH2:18]1.